The task is: describe an organic reaction: reactants, conditions, products, and yield. This data is from the Open Reaction Database (ORD), a public repository of structured organic reaction records. The product is CC=1N=C2SC=CN2C1C#N (6-methylimidazo[2,1-b][1,3]thiazole-5-carbonitrile). Reported procedure: To a mixture of 6-methylimidazo[2,1-b][1,3]thiazole-5-carboxamide (544 mg, 3.0 mmol) produced in the above, pyridine (0.7 mL, 9.0 mmol) and tetrahydrofuran (10 mL) was added dropwise under ice-cooling trifluoroacetic anhydride (0.6 mL, 4.5 mmol). After stirring at room temperature for 1 day, saturated aqueous sodium bicarbonate solution was added, and the mixture was extracted with ethyl acetate. The collected organic layer was washed with saturated brine and dried over anhydrous magnesium sulfa... As a reaction SMILES: [CH3:1][C:2]1[N:3]=[C:4]2[N:8]([C:9]=1[C:10]([NH2:12])=O)[CH:7]=[CH:6][S:5]2.N1C=CC=CC=1.FC(F)(F)C(OC(=O)C(F)(F)F)=O.C(=O)(O)[O-].[Na+]>O1CCCC1>[CH3:1][C:2]1[N:3]=[C:4]2[N:8]([C:9]=1[C:10]#[N:12])[CH:7]=[CH:6][S:5]2 |f:3.4|. The yield is 88.4%. Run in O1CCCC1 (tetrahydrofuran). Run at time 1 day. Reactants: CC=1N=C2SC=CN2C1C(=O)N (6-methylimidazo[2,1-b][1,3]thiazole-5-carboxamide), N1=CC=CC=C1 (pyridine), C([O-])(O)=O.[Na+] (sodium bicarbonate), FC(C(=O)OC(C(F)(F)F)=O)(F)F (trifluoroacetic anhydride). Reactants: CC(=O)N1c2ccc(Br)c(C(F)(F)F)c2CC1C, CO, [Na+], [OH-], O. Product: CC1Cc2c(ccc(Br)c2C(F)(F)F)N1. RXN SMILES: [C:1](=[O:2])([CH3:3])[N:4]1[CH:5]([CH3:18])[CH2:6][c:7]2[c:8]([C:14]([F:15])([F:16])[F:17])[c:9]([Br:13])[cH:10][cH:11][c:12]21.[CH3:21][OH:22].[Na+:20].[OH-:19].[OH2:23]>>[NH:4]1[CH:5]([CH3:18])[CH2:6][c:7]2[c:8]([C:14]([F:15])([F:16])[F:17])[c:9]([Br:13])[cH:10][cH:11][c:12]21. Reactants: CCOC(COc1cc(N2C(=O)N(Cc3ccnc4ccccc34)C(C)(C)C2=O)ccc1OC)OCC, C1COCCO1, Cc1ccccc1, Cl. Product: COc1ccc(N2C(=O)N(Cc3ccnc4ccccc34)C(C)(C)C2=O)cc1OCC=O. Reaction SMILES: [CH2:1]([O:3][CH:4]([O:2][CH2:35][CH3:36])[CH2:5][O:6][c:7]1[cH:8][c:9]([N:15]2[C:16](=[O:34])[N:17]([CH2:23][c:24]3[cH:25][cH:26][n:27][c:28]4[cH:29][cH:30][cH:31][cH:32][c:33]34)[C:18]([CH3:21])([CH3:22])[C:19]2=[O:20])[cH:10][cH:11][c:12]1[O:13][CH3:14])[CH3:37].[CH2:46]1[O:47][CH2:48][CH2:49][O:50][CH2:51]1.[CH3:39][c:40]1[cH:41][cH:42][cH:43][cH:44][cH:45]1.[ClH:38]>>[O:3]=[CH:4][CH2:5][O:6][c:7]1[cH:8][c:9]([N:15]2[C:16](=[O:34])[N:17]([CH2:23][c:24]3[cH:25][cH:26][n:27][c:28]4[cH:29][cH:30][cH:31][cH:32][c:33]34)[C:18]([CH3:21])([CH3:22])[C:19]2=[O:20])[cH:10][cH:11][c:12]1[O:13][CH3:14].